This data is from the Open Reaction Database (ORD), a public repository of structured organic reaction records. The task is: describe an organic reaction: reactants, conditions, products, and yield Starting materials: O=C([O-])[O-], CCOC(=O)CCCCc1ccc(OCCCCCBr)c(CCC(=O)OCC)c1, CCC(C)=O, [K+], [K+], CCCc1c(O)ccc2c1OCCC2=O. As a reaction SMILES: [C:45](=[O:46])([O-:47])[O-:48].[CH2:1]([CH3:2])[O:3][C:4]([CH2:5][CH2:6][CH2:7][CH2:8][c:9]1[cH:10][c:11]([CH2:22][CH2:23][C:24](=[O:25])[O:26][CH2:27][CH3:28])[c:12]([O:15][CH2:16][CH2:17][CH2:18][CH2:19][CH2:20][Br:21])[cH:13][cH:14]1)=[O:29].[CH3:51][C:52](=[O:53])[CH2:54][CH3:55].[K+:49].[K+:50].[OH:30][c:31]1[c:32]([CH2:42][CH2:43][CH3:44])[c:33]2[c:34]([cH:40][cH:41]1)[C:35](=[O:39])[CH2:36][CH2:37][O:38]2>>[CH2:1]([CH3:2])[O:3][C:4]([CH2:5][CH2:6][CH2:7][CH2:8][c:9]1[cH:10][c:11]([CH2:22][CH2:23][C:24](=[O:25])[O:26][CH2:27][CH3:28])[c:12]([O:15][CH2:16][CH2:17][CH2:18][CH2:19][CH2:20][O:30][c:31]2[c:32]([CH2:42][CH2:43][CH3:44])[c:33]3[c:34]([cH:40][cH:41]2)[C:35](=[O:39])[CH2:36][CH2:37][O:38]3)[cH:13][cH:14]1)=[O:29]. The product is CCCc1c(OCCCCCOc2ccc(CCCCC(=O)OCC)cc2CCC(=O)OCC)ccc2c1OCCC2=O.